Dataset: the Open Reaction Database (ORD), a public repository of structured organic reaction records. Task: describe an organic reaction: reactants, conditions, products, and yield Reactants: CSc1nccc(C)n1, [Cl-], CCOC(=O)c1ccc(F)cc1, [Li], [NH4+], C1CCOC1. Product: CSc1nccc(CC(=O)c2ccc(F)cc2)n1. RXN SMILES: [CH3:2][c:3]1[n:4][c:5]([S:9][CH3:10])[n:6][cH:7][cH:8]1.[Cl-:23].[F:11][c:12]1[cH:13][cH:14][c:15]([C:16](=[O:17])[O:18][CH2:19][CH3:20])[cH:21][cH:22]1.[Li:1].[NH4+:24].[O:25]1[CH2:26][CH2:27][CH2:28][CH2:29]1>>[CH2:2]([c:3]1[n:4][c:5]([S:9][CH3:10])[n:6][cH:7][cH:8]1)[C:16]([c:15]1[cH:14][cH:13][c:12]([F:11])[cH:22][cH:21]1)=[O:17]. The reactants are CN(C)P(=O)(N(C)C)N(C)C, O=C(Nc1cccc(Cl)c1)Oc1ccccc1, Cl, O=C1Cc2ccccc2S1. The product is O=C(Nc1cccc(Cl)c1)C1C(=O)Sc2ccccc21. RXN SMILES: [CH3:29][N:30]([CH3:31])[P:32](=[O:33])([N:34]([CH3:35])[CH3:36])[N:37]([CH3:38])[CH3:39].[Cl:11][c:12]1[cH:13][c:14]([NH:18][C:19]([O:20][c:22]2[cH:23][cH:24][cH:25][cH:26][cH:27]2)=[O:21])[cH:15][cH:16][cH:17]1.[ClH:28].[O:1]=[C:2]1[CH2:3][c:4]2[c:5]([cH:7][cH:8][cH:9][cH:10]2)[S:6]1>>[O:1]=[C:2]1[CH:3]([C:19]([NH:18][c:14]2[cH:13][c:12]([Cl:11])[cH:17][cH:16][cH:15]2)=[O:20])[c:4]2[c:5]([cH:7][cH:8][cH:9][cH:10]2)[S:6]1. Starting materials: CCc1ccncc1, CC(=O)O, [I-], OO. Product: CCc1cc[n+]([O-])cc1. As a reaction SMILES: [CH2:1]([CH3:2])[c:3]1[cH:4][cH:5][n:6][cH:7][cH:8]1.[CH3:12][C:13](=[O:14])[OH:15].[I-:11].[OH:9][OH:10]>>[CH2:1]([CH3:2])[c:3]1[cH:4][cH:5][n+:6]([O-:9])[cH:7][cH:8]1. Reactants: COC1=CC(=C(C=C1)NC=1N=C(C2=C(N1)C=CS2)Cl)C (2-(4-Methoxy-2-methylphenylamino)-4-chlorothieno[3,2-d]pyrimidine), CNC1=CC=CC=C1 (N-methylaniline). Solvent: C(C)OCC (diethyl ether). The product is Cl.COC1=CC(=C(C=C1)NC=1N=C(C2=C(N1)C=CS2)N(C)C2=CC=CC=C2)C (2-(4-Methoxy-2-methylphenylamino)-4-(N-methylphenylamino)thieno[3,2-d]pyrimidine hydrochloride). Isolated yield 85.5%. Reaction SMILES: [CH3:1][O:2][C:3]1[CH:8]=[CH:7][C:6]([NH:9][C:10]2[N:11]=[C:12]([Cl:19])[C:13]3[S:18][CH:17]=[CH:16][C:14]=3[N:15]=2)=[C:5]([CH3:20])[CH:4]=1.[CH3:21][NH:22][C:23]1[CH:28]=[CH:27][CH:26]=[CH:25][CH:24]=1>C(OCC)C>[ClH:19].[CH3:1][O:2][C:3]1[CH:8]=[CH:7][C:6]([NH:9][C:10]2[N:11]=[C:12]([N:22]([C:23]3[CH:28]=[CH:27][CH:26]=[CH:25][CH:24]=3)[CH3:21])[C:13]3[S:18][CH:17]=[CH:16][C:14]=3[N:15]=2)=[C:5]([CH3:20])[CH:4]=1 |f:3.4|. Procedure details: 2-(4-Methoxy-2-methylphenylamino)-4-chlorothieno[3,2-d]pyrimidine (4 g, 0.013 mol) and N-methylaniline (2.8 g, 0.026 mol) were heated at 140° for 1 hour. The addition of diethyl ether gave a solid which was collected by filtration and dried, (5.5 g). Recrystallization from ethanol/diethyl ether gave the title compound, (4.59 g), m.p. 225°-227°. The reactants are CC(C)(C)OC(=O)N1CCCC1c1ncc(Br)[nH]1, COCCOC, O=Cc1cc(Cl)ccc1B(O)O, c1ccc(P(c2ccccc2)(c2ccccc2)[Pd](P(c2ccccc2)(c2ccccc2)c2ccccc2)(P(c2ccccc2)(c2ccccc2)c2ccccc2)P(c2ccccc2)(c2ccccc2)c2ccccc2)cc1. Product: CC(C)(C)OC(=O)N1CCCC1c1ncc(-c2ccc(Cl)cc2C=O)[nH]1. RXN SMILES: [C:1]([CH3:2])([CH3:3])([CH3:4])[O:5][C:6](=[O:7])[N:8]1[CH:9]([c:13]2[nH:14][c:15]([Br:18])[cH:16][n:17]2)[CH2:10][CH2:11][CH2:12]1.[CH3:108][O:109][CH2:110][CH2:111][O:112][CH3:113].[Cl:19][c:20]1[cH:21][c:22]([CH:29]=[O:30])[c:23]([B:26]([OH:27])[OH:28])[cH:24][cH:25]1.[cH:31]1[cH:32][cH:33][c:34]([P:35]([Pd:36]([P:37]([c:38]2[cH:39][cH:40][cH:41][cH:42][cH:43]2)([c:44]2[cH:45][cH:46][cH:47][cH:48][cH:49]2)[c:50]2[cH:51][cH:52][cH:53][cH:54][cH:55]2)([P:56]([c:57]2[cH:58][cH:59][cH:60][cH:61][cH:62]2)([c:63]2[cH:64][cH:65][cH:66][cH:67][cH:68]2)[c:69]2[cH:70][cH:71][cH:72][cH:73][cH:74]2)[P:75]([c:76]2[cH:77][cH:78][cH:79][cH:80][cH:81]2)([c:82]2[cH:83][cH:84][cH:85][cH:86][cH:87]2)[c:88]2[cH:89][cH:90][cH:91][cH:92][cH:93]2)([c:94]2[cH:95][cH:96][cH:97][cH:98][cH:99]2)[c:100]2[cH:101][cH:102][cH:103][cH:104][cH:105]2)[cH:106][cH:107]1>>[C:1]([CH3:2])([CH3:3])([CH3:4])[O:5][C:6](=[O:7])[N:8]1[CH:9]([c:13]2[nH:14][c:15](-[c:23]3[c:22]([CH:29]=[O:30])[cH:21][c:20]([Cl:19])[cH:25][cH:24]3)[cH:16][n:17]2)[CH2:10][CH2:11][CH2:12]1.